This data is from the Open Reaction Database (ORD), a public repository of structured organic reaction records. The task is: describe an organic reaction: reactants, conditions, products, and yield Reactants: C(C=C)N1C(C(=C(C1)C1=CC=CC=C1)O)=O (1-allyl-3-hydroxy-4-phenyl-3-pyrrolin-2-one), Cl.C(C=C)N1C(C(=C(C1)C1=CC=CC=C1)OCCN(C)C)=O (1-allyl-3-(β-dimethylaminoethoxy)-4-phenyl-3-pyrrolin-2-one hydrochloride), CN(CCCl)C (β-dimethylaminoethyl chloride), Cl (hydrogen chloride). Run in C(C)(=O)OCC (ethyl acetate). The product is C(C=C)N1C(C(=C(C1)C1=CC=CC=C1)OCCN(C)C)=O (1-Allyl-3-(β-dimethylaminoethoxy)-4-phenyl-3-pyrrolin-2-one). Reaction SMILES: C(N1CC(C2C=CC=CC=2)=C(O)C1=O)C=C.CN(C)CCCl.Cl.Cl.[CH2:25]([N:28]1[CH2:32][C:31]([C:33]2[CH:38]=[CH:37][CH:36]=[CH:35][CH:34]=2)=[C:30]([O:39][CH2:40][CH2:41][N:42]([CH3:44])[CH3:43])[C:29]1=[O:45])[CH:26]=[CH2:27]>C(OCC)(=O)C>[CH2:25]([N:28]1[CH2:32][C:31]([C:33]2[CH:34]=[CH:35][CH:36]=[CH:37][CH:38]=2)=[C:30]([O:39][CH2:40][CH2:41][N:42]([CH3:43])[CH3:44])[C:29]1=[O:45])[CH:26]=[CH2:27] |f:3.4|. Procedure details: In a manner analogous to that described in Example 1, 30.6 g. 1-allyl-3-hydroxy-4-phenyl-3-pyrrolin-2-one are reacted with 23.0 g. β-dimethylaminoethyl chloride. The base obtained is reacted with gaseous hydrogen chloride in ethyl acetate. There is obtained 15.0 g. (45.5% of theory) 1-allyl-3-(β-dimethylaminoethoxy)-4-phenyl-3-pyrrolin-2-one hydrochloride; m.p. 115°-117° C., after recrystallization from methyl ethyl ketone. Starting materials: product ( ii ), NC1=CC=CC2=C1C(C=C(O2)C(=O)OCC)=O (Ethyl 5-amino-4-oxo-4H-benzopyran-2-carboxylate), C(C)S(=O)C1=CC(=NC2=C(C3=C(C=C12)C(C=C(O3)C(=O)[O-])=O)CCC)C(=O)[O-].[Na+].[Na+] (Disodium 6-ethylsulphinyl-4-oxo-10-propyl-4H-pyrano[3,2-g]quinoline-2,8-dicarboxylate). Yields the product C(C)S(=O)(=O)C1=CC(=NC2=C(C3=C(C=C12)C(C=C(O3)C(=O)[O-])=O)CCC)C(=O)[O-].[Na+].[Na+] (Disodium 6-ethylsulphonyl-4-oxo-10-propyl-4H-pyrano[3,2-g]quinoline-2,8-dicarboxylate). Reaction SMILES: NC1C2C(=O)C=C(C(OCC)=O)[O:11]C=2C=CC=1.[CH2:18]([S:20]([C:22]1[C:31]2[C:26](=[C:27]([CH2:40][CH2:41][CH3:42])[C:28]3[O:35][C:34]([C:36]([O-:38])=[O:37])=[CH:33][C:32](=[O:39])[C:29]=3[CH:30]=2)[N:25]=[C:24]([C:43]([O-:45])=[O:44])[CH:23]=1)=[O:21])[CH3:19].[Na+:46].[Na+]>>[CH2:18]([S:20]([C:22]1[C:31]2[C:26](=[C:27]([CH2:40][CH2:41][CH3:42])[C:28]3[O:35][C:34]([C:36]([O-:38])=[O:37])=[CH:33][C:32](=[O:39])[C:29]=3[CH:30]=2)[N:25]=[C:24]([C:43]([O-:45])=[O:44])[CH:23]=1)(=[O:11])=[O:21])[CH3:19].[Na+:46].[Na+:46] |f:1.2.3,4.5.6|. Procedure: The product (ii) of section (a) above was hydrolysed in the same manner as in (b) above to afford the sub-title compound (0.12 g). The reactants are ClC=1SC(=C(N1)C)C(=O)Cl (2-chloro-4-methylthiazole-5-carboxylic acid chloride), O (water), CC1(CCC2=C(C=CC=C12)N)C (1,1-dimethyl-4-aminoindan), N1=CC=CC=C1 (pyridine). Solvent: O1CCCC1 (tetrahydrofuran), O1CCCC1 (tetrahydrofuran). Yields the product CC1(CCC2=C(C=CC=C12)NC(=O)C1=C(N=C(S1)Cl)C)C (N-(1,1-dimethyl-4-indanyl)-2-chloro-4-methylthiazole-5-carboxamide). Isolated yield 92.8%. RXN SMILES: [CH3:1][C:2]1([CH3:12])[C:10]2[C:5](=[C:6]([NH2:11])[CH:7]=[CH:8][CH:9]=2)[CH2:4][CH2:3]1.N1C=CC=CC=1.[Cl:19][C:20]1[S:21][C:22]([C:26](Cl)=[O:27])=[C:23]([CH3:25])[N:24]=1.O>O1CCCC1>[CH3:1][C:2]1([CH3:12])[C:10]2[C:5](=[C:6]([NH:11][C:26]([C:22]3[S:21][C:20]([Cl:19])=[N:24][C:23]=3[CH3:25])=[O:27])[CH:7]=[CH:8][CH:9]=2)[CH2:4][CH2:3]1. Procedure details: To a solution of 0.82 g (5.07 mmol) of 1,1-dimethyl-4-aminoindan and 0.48 g (6.08 mmol) of pyridine in 10 ml of tetrahydrofuran was added dropwise with stirring below 5° C. under ice cooling, a solution of 0.99 g (5.07 mmol) of 2-chloro-4-methylthiazole-5-carboxylic acid chloride in 3 ml of tetrahydrofuran, followed by stirring at room temperature overnight. The reaction mixture was poured into water and extracted with ethyl acetate. The organic layer was washed with 5% hydrochloric acid and the...